This data is from the Open Reaction Database (ORD), a public repository of structured organic reaction records. The task is: describe an organic reaction: reactants, conditions, products, and yield The reactants are CCOC(C)=O, O=C(Cl)C(=O)Cl, CN(C)C=O, O=C(O)c1ccccc1. Product: O=C(Cl)c1ccccc1. Reaction SMILES: [CH3:21][CH2:22][O:23][C:24](=[O:25])[CH3:26].[Cl:10][C:11]([C:12]([Cl:13])=[O:14])=[O:15].[O:16]=[CH:17][N:18]([CH3:19])[CH3:20].[OH:1][C:2](=[O:3])[c:4]1[cH:5][cH:6][cH:7][cH:8][cH:9]1>>[O:1]=[C:2]([c:4]1[cH:5][cH:6][cH:7][cH:8][cH:9]1)[Cl:10]. Reactants: [Al] (aluminum), C(C1=CC=CC=C1)Br (benzyl bromide), C(#N)C=1C(NC(=C(C1)CC)COCC1=CC=CC=C1)=O (3-cyano-5-ethyl-6-benzyloxymethyl-2(1H)-pyridinone). The reagents and catalysts are C([O-])([O-])=O.[Ag+2] (silver carbonate), C([O-])([O-])=O.[Ag+2] (silver carbonate). The solvent is C1=CC=CC=C1 (benzene). Run at time 24 hour. Yields the product C(C1=CC=CC=C1)OC1=NC(=C(C=C1C#N)CC)COCC1=CC=CC=C1 (2-benzyloxy-3-cyano-5-ethyl-6-benzyloxymethylpyridine). Reaction SMILES: [C:1]([C:3]1[C:4](=[O:20])[NH:5][C:6]([CH2:11][O:12][CH2:13][C:14]2[CH:19]=[CH:18][CH:17]=[CH:16][CH:15]=2)=[C:7]([CH2:9][CH3:10])[CH:8]=1)#[N:2].[CH2:21](Br)[C:22]1[CH:27]=[CH:26][CH:25]=[CH:24][CH:23]=1.[Al]>C1C=CC=CC=1.C(=O)([O-])[O-].[Ag+2]>[CH2:21]([O:20][C:4]1[C:3]([C:1]#[N:2])=[CH:8][C:7]([CH2:9][CH3:10])=[C:6]([CH2:11][O:12][CH2:13][C:14]2[CH:19]=[CH:18][CH:17]=[CH:16][CH:15]=2)[N:5]=1)[C:22]1[CH:27]=[CH:26][CH:25]=[CH:24][CH:23]=1 |f:4.5|. Procedure: To a partial suspension of 3-cyano-5-ethyl-6-benzyloxymethyl-2(1H)-pyridinone (1.36 g, 5.08 mmol) in dry benzene (20 mL) was added benzyl bromide (0.80 mL, 6.7 mmol) and then silver carbonate (1.43 g, 5.2 mmol). This mixture was covered with aluminum foil and allowed to stir at room temperature. After 24 hours, the reaction was estimated to be ~80% complete. Additional silver carbonate (0.40 g, 1.45 mmol) was added and the mixture was stirred for another 24 hours until complete. The silver salts...